Dataset: the Open Reaction Database (ORD), a public repository of structured organic reaction records. Task: describe an organic reaction: reactants, conditions, products, and yield The product is OCCCOc1c(Cl)cc(OCc2ccccc2)cc1Cl. RXN SMILES: [Br:24][CH2:25][CH2:26][CH2:27][OH:28].[C:18](=[O:19])([O-:20])[O-:21].[Cl:1][c:2]1[c:3]([OH:17])[c:4]([Cl:16])[cH:5][c:6]([O:8][CH2:9][c:10]2[cH:11][cH:12][cH:13][cH:14][cH:15]2)[cH:7]1.[K+:22].[K+:23].[O:30]=[CH:31][N:32]([CH3:33])[CH3:34].[OH2:29]>>[Cl:1][c:2]1[c:3]([O:17][CH2:25][CH2:26][CH2:27][OH:28])[c:4]([Cl:16])[cH:5][c:6]([O:8][CH2:9][c:10]2[cH:11][cH:12][cH:13][cH:14][cH:15]2)[cH:7]1. Starting materials: OCCCBr, O=C([O-])[O-], Oc1c(Cl)cc(OCc2ccccc2)cc1Cl, [K+], [K+], CN(C)C=O, O.